describe an organic reaction: reactants, conditions, products, and yield From a dataset of the Open Reaction Database (ORD), a public repository of structured organic reaction records. Run at time 3 hour. Starting materials: 200, C(C)(C)(C)C1=CC=C(C=C1)CC(CCl)C (3-(p-tert.-butyl-phenyl)-2-methyl-propyl chloride), crude product, [N+](=O)(O)[O-] (nitric acid), S(O)(O)(=O)=O (sulfuric acid). Procedure: 440 parts by weight of nitrating acid, consisting of 200 parts by weight of concentrated nitric acid and 240 parts by weight of concentrated sulfuric acid, are added dropwise to 448 parts by weight of 3-(p-tert.-butyl-phenyl)-2-methyl-propyl chloride, whilst cooling with ice. After stirring has been continued for 3 hours at room temperature, the crude product is poured onto ice and extracted with diethyl ether, the extract is washed with water, with aqueous NaHCO3 solution and again with water a... Reaction SMILES: [N+:1]([O-:4])(O)=[O:2].S(=O)(=O)(O)O.[C:10]([C:14]1[CH:19]=[CH:18][C:17]([CH2:20][CH:21]([CH3:24])[CH2:22][Cl:23])=[CH:16][CH:15]=1)([CH3:13])([CH3:12])[CH3:11]>>[C:10]([C:14]1[CH:15]=[CH:16][C:17]([CH2:20][CH:21]([CH3:24])[CH2:22][Cl:23])=[C:18]([N+:1]([O-:4])=[O:2])[CH:19]=1)([CH3:13])([CH3:11])[CH3:12]. Yields the product C(C)(C)(C)C1=CC(=C(C=C1)CC(CCl)C)[N+](=O)[O-] (3-(p-tert.-butyl-o-nitro-phenyl)-2-methyl-propyl chloride). The product is O=C(CCC(=O)OC)C1=CC=C(C=C1)CCNC(C)=O (Methyl 4-oxo-4-{4-[2-(N-acetylamino)-ethyl]-phenyl}-butyrate). Reported procedure: 272.7 g. (2.04 mol) aluminium chloride are introduced portionwise at 0° C. into a solution of 110.97 g. (0.68 mol) N-acetylphenethylamine and 93 ml. (0.75 mol) succinic acid methyl ester chloride in 1200 ml. anhydrous methylene chloride, the reaction mixture is further stirred for 1 hour at 0° C. and then warmed to ambient temperature. The reaction mixture is poured into hydrochloric acid/ice water, the organic phase is separated off, dried over anhydrous magnesium sulphate and evaporated. The r... Solvent: C(Cl)Cl (methylene chloride). Reactants: [Cl-].[Al+3].[Cl-].[Cl-] (aluminium chloride), hydrochloric acid ice water, C(C)(=O)NCCC1=CC=CC=C1 (N-acetylphenethylamine), [Cl-].COC(CCC(=O)O)=O (succinic acid methyl ester chloride). Reaction SMILES: [Cl-].[Al+3].[Cl-].[Cl-].[C:5]([NH:8][CH2:9][CH2:10][C:11]1[CH:16]=[CH:15][CH:14]=[CH:13][CH:12]=1)(=[O:7])[CH3:6].[Cl-].[CH3:18][O:19][C:20](=[O:26])[CH2:21][CH2:22][C:23](O)=[O:24]>C(Cl)Cl>[O:24]=[C:23]([C:14]1[CH:15]=[CH:16][C:11]([CH2:10][CH2:9][NH:8][C:5](=[O:7])[CH3:6])=[CH:12][CH:13]=1)[CH2:22][CH2:21][C:20]([O:19][CH3:18])=[O:26] |f:0.1.2.3,5.6|. Starting materials: C1(=CC=C(C=C1)CN1C(=NC2=C1C=C(C(=C2F)C=2C=C1C=CN(C1=CC2)C2CC2)F)OC2CCC(CC2)C(=O)OCC)C2=CC=CC=C2 (ethyl 4-{[1-(biphenyl-4-ylmethyl)-5-(1-cyclopropyl-1H-indol-5-yl)-4,6-difluoro-1H-benzimidazol-2-yl]oxy}cyclohexane-carboxylate), C1=CCC=CC1 (1,4-cyclohexadiene). The reagents and catalysts are [OH-].[OH-].[Pd+2] (Pd(OH)2). Solvent: CCOC(=O)C (EtOAc), CCO (EtOH). The product is C1(CC1)N1C=CC2=CC(=CC=C12)C1=C(C2=C(NC(=N2)OC2CCC(CC2)C(=O)OCC)C=C1F)F (Ethyl 4-{[5-(1-cyclopropyl-1H-indol-5-yl)-4,6-difluoro-1H-benzimidazol-2-yl]oxy}cyclohexanecarboxylate). As a reaction SMILES: C1(C2C=CC=CC=2)C=CC(C[N:8]2[C:12]3[CH:13]=[C:14]([F:30])[C:15]([C:18]4[CH:19]=[C:20]5[C:24](=[CH:25][CH:26]=4)[N:23]([CH:27]4[CH2:29][CH2:28]4)[CH:22]=[CH:21]5)=[C:16]([F:17])[C:11]=3[N:10]=[C:9]2[O:31][CH:32]2[CH2:37][CH2:36][CH:35]([C:38]([O:40][CH2:41][CH3:42])=[O:39])[CH2:34][CH2:33]2)=CC=1.C1CC=CCC=1>CCOC(C)=O.CCO.[OH-].[OH-].[Pd+2]>[CH:27]1([N:23]2[C:24]3[C:20](=[CH:19][C:18]([C:15]4[C:14]([F:30])=[CH:13][C:12]5[NH:8][C:9]([O:31][CH:32]6[CH2:33][CH2:34][CH:35]([C:38]([O:40][CH2:41][CH3:42])=[O:39])[CH2:36][CH2:37]6)=[N:10][C:11]=5[C:16]=4[F:17])=[CH:26][CH:25]=3)[CH:21]=[CH:22]2)[CH2:29][CH2:28]1 |f:4.5.6|. Procedure details: To a solution of ethyl 4-{[1-(biphenyl-4-ylmethyl)-5-(1-cyclopropyl-1H-indol-5-yl)-4,6-difluoro-1H-benzimidazol-2-yl]oxy}cyclohexane-carboxylate (0.080 g, 0.124 mmol) and Pd(OH)2 (0.023 g, 0.032 mmol) in 1.65 mL of EtOAc and 0.83 mL of EtOH was added 1,4-cyclohexadiene (0.300 mL, 3.19 mmol). The resulting black suspension was microwaved at 130° C. for 2 h, then filtered through a Celite™ pad, and washed with 100% EtOAc. The resulting filtrate was concentrated in vacuo. Purification of the result... Starting materials: BrCBr, COCCOC, Cc1ccccc1, C=CC(C)C(O)c1ccc(Cl)cc1, Cc1ccccc1C. Product: CC(C1CC1)C(O)c1ccc(Cl)cc1. Reaction SMILES: [Br:20][CH2:21][Br:22].[CH2:1]([CH2:2][O:3][CH3:4])[O:5][CH3:6].[CH3:23][c:24]1[cH:25][cH:26][cH:27][cH:28][cH:29]1.[CH3:7][CH:8]([CH:9]=[CH2:10])[CH:11]([OH:12])[c:13]1[cH:14][cH:15][c:16]([Cl:19])[cH:17][cH:18]1.[c:30]1([CH3:31])[c:32]([CH3:33])[cH:34][cH:35][cH:36][cH:37]1>>[CH2:1]1[CH:9]([CH:8]([CH3:7])[CH:11]([OH:12])[c:13]2[cH:14][cH:15][c:16]([Cl:19])[cH:17][cH:18]2)[CH2:10]1. Reactants: [Ba+2], CCOC(=O)C(C(C)=O)C(C)(C)C(Cl)CC(Cl)(Cl)Cl, CCO, Cl, [OH-], [OH-]. Yields the product CCOC(=O)C1(C(C)=O)C(CC(Cl)(Cl)Cl)C1(C)C. Reaction SMILES: [Ba+2:2].[C:4]([CH3:5])(=[O:6])[CH:7]([C:8](=[O:9])[O:10][CH2:11][CH3:12])[C:13]([CH:14]([CH2:15][C:16]([Cl:17])([Cl:18])[Cl:19])[Cl:20])([CH3:21])[CH3:22].[CH3:24][CH2:25][OH:26].[ClH:23].[OH-:1].[OH-:3]>>[C:4]([CH3:5])(=[O:6])[C:7]1([C:8](=[O:9])[O:10][CH2:11][CH3:12])[C:13]([CH3:21])([CH3:22])[CH:14]1[CH2:15][C:16]([Cl:17])([Cl:18])[Cl:19]. Starting materials: BrCc1ccc(cc1)c2ccccc2 (4PhPh), CC(C)(C)OC(=O)N1CCN(CC1)c2ccc(NC(=O)c3oc(cc3)c4ccc(cc4)C#N)cc2 (p-CN Core). Run in COCCOCCOC (diglyme), CN(C)C=O (DMF), CN(C)C=O (DMF), CN(C)C=O (DMF). The product is O=C(N(Cc1ccc(cc1)c2ccccc2)c3ccc(cc3)N4CCNCC4)c5oc(cc5)c6ccc(cc6)C#N (MK2_Alk_22), CC(C)(C)OC(=O)N1CCN(CC1)c2ccc(NC(=O)c3oc(cc3)c4ccc(cc4)C#N)cc2 (p-CN Core), CC(C)(C)OC(=O)N1CCN(CC1)c2ccc(NC(=O)c3oc(cc3)c4ccc(cc4)C#N)cc2 (MK2_Core_CN). Isolated yield 51.0%. The reagents and catalysts are O=S(=O)(O)O (H2SO4), CCN=P(N=P(N(C)C)(N(C)C)N(C)C)(N(C)C)N(C)C (P2-Et). Conditions: temperature 23 celsius, time 20 hour. Starting materials: BrC=1C=CC2=C(NC(=N2)C2=NN(C(=C2)C)CC2=CC=C(C=C2)C)C1 (6-bromo-2-[5-methyl-1-(4-methylbenzyl)-1H-pyrazol-3-yl]-1H-benzimidazole), C(C)(C)N(CC)C(C)C (diisopropylethylamine), C[Si](CCOCCl)(C)C (2-(trimethylsilyl)ethoxymethyl chloride), O (Water). Run in ClCCl (dichloromethane). Reaction conditions: time 16 hour. Product: BrC=1C=CC2=C(N(C(=N2)C2=NN(C(=C2)C)CC2=CC=C(C=C2)C)COCC[Si](C)(C)C)C1 (6-Bromo-2-[5-methyl-1-(4-methylbenzyl)-1H-pyrazol-3-yl]-1-{[2-(trimethylsilyl)ethoxy]methyl}-1H-benzimidazole). The yield is 69.7%. Reaction SMILES: [Br:1][C:2]1[CH:3]=[CH:4][C:5]2[N:9]=[C:8]([C:10]3[CH:14]=[C:13]([CH3:15])[N:12]([CH2:16][C:17]4[CH:22]=[CH:21][C:20]([CH3:23])=[CH:19][CH:18]=4)[N:11]=3)[NH:7][C:6]=2[CH:24]=1.C(N(C(C)C)CC)(C)C.[CH3:34][Si:35]([CH3:42])([CH3:41])[CH2:36][CH2:37][O:38][CH2:39]Cl.O>ClCCl>[Br:1][C:2]1[CH:3]=[CH:4][C:5]2[N:9]=[C:8]([C:10]3[CH:14]=[C:13]([CH3:15])[N:12]([CH2:16][C:17]4[CH:22]=[CH:21][C:20]([CH3:23])=[CH:19][CH:18]=4)[N:11]=3)[N:7]([CH2:39][O:38][CH2:37][CH2:36][Si:35]([CH3:42])([CH3:41])[CH3:34])[C:6]=2[CH:24]=1. Procedure: To a solution of 6-bromo-2-[5-methyl-1-(4-methylbenzyl)-1H-pyrazol-3-yl]-1H-benzimidazole (Example 37, 600 mg, 1.57 mmol) in dichloromethane (20 mL) were added diisopropylethylamine (0.82 mL, 4.72 mmol) and 2-(trimethylsilyl)ethoxymethyl chloride (0.36 mL, 2.36 mmol) and the resulting mixture was stirred at rt for 16 h. Water was then added and the mixture was extracted with dichloromethane (1×50 mL), dried over Na2SO4, filtered and concentrated to dryness. The residue was then purified with an ... Starting materials: CC(=O)C (acetone), B(=O)[O-].[Na+] (sodium boranate), ClC1=C(C=CC(=C1)Cl)C(C(C(C(CF)(C)C)=O)N1N=CN=C1)SCC (1-(2,4-dichlorophenyl)-4,4-dimethyl-1-ethylthio-5-fluoro-2-(1,2,4-triazol-1-yl)-pentan-3-one), [Cl-].[Ca+2].[Cl-] (calcium chloride). Run in O (water), C(C)(C)O (isopropanol). Run at temperature 0 celsius, time 18 hour. Product: ClC1=C(C=CC(=C1)Cl)C(C(C(C(CF)(C)C)O)N1N=CN=C1)SCC (1-(2,4-dichlorophenyl)-4,4-dimethyl-1-ethylthio-5-fluoro-2-(1,2,4-triazol-1-yl)-pentan-3-ol). Isolated yield 60.7%. Reaction SMILES: B([O-])=O.[Na+].[Cl:5][C:6]1[CH:11]=[C:10]([Cl:12])[CH:9]=[CH:8][C:7]=1[CH:13]([S:27][CH2:28][CH3:29])[CH:14]([N:22]1[CH:26]=[N:25][CH:24]=[N:23]1)[C:15](=[O:21])[C:16]([CH3:20])([CH3:19])[CH2:17][F:18].[Cl-].[Ca+2].[Cl-].CC(C)=O>O.C(O)(C)C>[Cl:5][C:6]1[CH:11]=[C:10]([Cl:12])[CH:9]=[CH:8][C:7]=1[CH:13]([S:27][CH2:28][CH3:29])[CH:14]([N:22]1[CH:26]=[N:25][CH:24]=[N:23]1)[CH:15]([OH:21])[C:16]([CH3:19])([CH3:20])[CH2:17][F:18] |f:0.1,3.4.5|. Procedure: A solution of 0.42 g (11 millimols) of sodium boranate in 20 ml of water was added dropwise, with stirring, to a suspension of 6.4 g (15.8 millimols) of 1-(2,4-dichlorophenyl)-4,4-dimethyl-1-ethylthio-5-fluoro-2-(1,2,4-triazol-1-yl)-pentan-3-one (see Example 5) and 1.2 g (10.8 millimols) of calcium chloride in 150 ml of isopropanol. The mixture was stirred for 18 hours at 0° C. and 20 ml of acetone were then added dropwise. This mixture was evaporated in vacuo and the residue was decomposed with...